This data is from the Open Reaction Database (ORD), a public repository of structured organic reaction records. The task is: describe an organic reaction: reactants, conditions, products, and yield Starting materials: C(C)(=O)O[C@H]1C[C@@H](N(C1)C1=NC=2N(C=C1)N=CC2C(=O)OCC)C2=CC(=CC=C2)F (ethyl 5-((2R,4S)-4-acetoxy-2-(3-fluorophenyl)pyrrolidin-1-yl)pyrazolo[1,5-a]pyrimidine-3-carboxylate), [OH-].[Na+] (NaOH), Cl (HCl). Solvent: CO (MeOH), O1CCOCC1 (dioxane). Reaction conditions: time 60 hour. The product is FC=1C=C(C=CC1)[C@@H]1N(C[C@H](C1)O)C1=NC=2N(C=C1)N=CC2C(=O)O (5-((2R,4S)-2-(3-fluorophenyl)-4-hydroxypyrrolidin-1-yl)pyrazolo[1,5-a]pyrimidine-3-carboxylic acid). Isolated yield 100.6%. Reaction SMILES: C([O:4][C@@H:5]1[CH2:9][N:8]([C:10]2[CH:15]=[CH:14][N:13]3[N:16]=[CH:17][C:18]([C:19]([O:21]CC)=[O:20])=[C:12]3[N:11]=2)[C@@H:7]([C:24]2[CH:29]=[CH:28][CH:27]=[C:26]([F:30])[CH:25]=2)[CH2:6]1)(=O)C.[OH-].[Na+].Cl>CO.O1CCOCC1>[F:30][C:26]1[CH:25]=[C:24]([C@H:7]2[CH2:6][C@H:5]([OH:4])[CH2:9][N:8]2[C:10]2[CH:15]=[CH:14][N:13]3[N:16]=[CH:17][C:18]([C:19]([OH:21])=[O:20])=[C:12]3[N:11]=2)[CH:29]=[CH:28][CH:27]=1 |f:1.2|. Procedure: A mixture of ethyl 5-((2R,4S)-4-acetoxy-2-(3-fluorophenyl)pyrrolidin-1-yl)pyrazolo[1,5-a]pyrimidine-3-carboxylate (225 mg, 0.546 mmol) and NaOH (131 mg, 1.64 mmol) in MeOH (1.0 mL) was stirred at ambient temperature for 60 hours followed by 3 hours at 60° C. The mixture was cooled to ambient temperature and 4M HCl in dioxane (1 mL) was added. The mixture was concentrated and the residue was treated with DCM. The mixture was filtered through Celite and concentrated to afford 5-((2R,4S)-2-(3-fluor... Reactants: [BH4-].[Na+] (sodium tetrahydroborate), BrC1=CC=C(C=C1)C(=O)C1CN(C1)C ((4-bromo-phenyl)-(1-methyl-azetidin-3-yl)-methanone), C(Cl)Cl (CH2Cl2). Run at time 8 hour. Product: BrC1=CC=C(C=C1)C(O)C1CN(CC1)C ((±)-(4-Bromo-phenyl)-(1-methyl-pyrrolidin-3-yl)-methanol). The yield is 34.0%. Reaction SMILES: [BH4-].[Na+].[Br:3][C:4]1[CH:9]=[CH:8][C:7]([C:10]([CH:12]2[CH2:15][N:14]([CH3:16])[CH2:13]2)=[O:11])=[CH:6][CH:5]=1.[CH2:17](Cl)Cl>>[Br:3][C:4]1[CH:5]=[CH:6][C:7]([CH:10]([CH:12]2[CH2:17][CH2:13][N:14]([CH3:16])[CH2:15]2)[OH:11])=[CH:8][CH:9]=1 |f:0.1|. Procedure: Add sodium tetrahydroborate (0.36 g, 9.52 mmol) in portions to a solution of (4-bromo-phenyl)-(1-methyl-azetidin-3-yl)-methanone (0.64 g, 2.38 mmol) in CH2Cl2 at 0° C. Stir the mixture at RT overnight and quench with water. Adjust the aqueous to pH=10 by using 1 N NaOH and extract with ethylacetate (2×150 mL). Dry the combined organic layers over Na2SO4, filter, and concentrate. Purify the crude material by flash chromatography, collecting all the fractions as the product does not show by UV. El... Starting materials: S(O)(O)(=O)=O (sulfuric acid), N1C=NC=C1 (imidazole), [Si](C)(C)(C(C)(C)C)Cl (tert-butyldimethylsilyl chloride), OC[C@H]1[C@@H](CCC1)CO (trans-1,2-dihydroxymethyl-cyclopentane). Solvent: CN(C=O)C (dimethylformamide), CCOCC (ether). Conditions: temperature 24 celsius, time 22 hour. Yields the product [Si](C)(C)(C(C)(C)C)OC[C@H]1[C@@H](CCC1)CO (trans-1-(tert-butyldimethylsilyloxymethyl)-2-hydroxymethyl-cyclopentane). The yield is 39.9%. RXN SMILES: N1C=CN=C1.[Si:6](Cl)([C:9]([CH3:12])([CH3:11])[CH3:10])([CH3:8])[CH3:7].[OH:14][CH2:15][C@@H:16]1[CH2:20][CH2:19][CH2:18][C@H:17]1[CH2:21][OH:22].S(=O)(=O)(O)O>CN(C)C=O.CCOCC>[Si:6]([O:14][CH2:15][C@@H:16]1[CH2:20][CH2:19][CH2:18][C@H:17]1[CH2:21][OH:22])([C:9]([CH3:12])([CH3:11])[CH3:10])([CH3:8])[CH3:7]. Reported procedure: 17.1 g of imidazole and 18.9 g of tert-butyldimethylsilyl chloride are added to a solution of 16 g of trans-1,2-dihydroxymethyl-cyclopentane in 146 ml of dimethylformamide at 0° C. and stirred for 22 hours at 24° C. It is diluted with 1.6 l of ether, shaken twice with 80 ml of 10% sulfuric acid each, washed neutral with water, dried on magnesium sulfate and concentrated by evaporation in a vacuum. The residue is chromatographed on silica gel. With hexane/ethyl acetate (9+1), 12 g of trans-1-(ter...